This data is from the Open Reaction Database (ORD), a public repository of structured organic reaction records. The task is: describe an organic reaction: reactants, conditions, products, and yield Reactants: CN(C=1C=C2C(C(=O)OC2=O)=CC1)C (4-(dimethylamino)phthalic anhydride), CN(C1=CC(=CC=C1)N(C)C)C (N,N,N',N'-tetramethyl-m-phenylenediamine). The reagents and catalysts are [Cl-].[Zn+2].[Cl-] (zinc chloride). Run in ClC1=CC=CC=C1 (chlorobenzene). Product: C(C(C)C)OC1=C(C(=O)C2=C(C(=O)O)C=CC=C2)C=CC(=C1)N(C)C (2-(2-isobutoxy-4-(dimethylamino)benzoyl)benzoic acid). Reaction SMILES: CN(C)[C:3]1[CH:4]=[C:5]2[C:10](=[O:11])[O:9][C:7](=[O:8])[C:6]2=[CH:12][CH:13]=1.CN(C)[C:17]1[CH:22]=[CH:21][CH:20]=[C:19]([N:23]([CH3:25])[CH3:24])[CH:18]=1>[Cl-].[Zn+2].[Cl-].ClC1C=CC=CC=1>[CH2:7]([O:8][C:17]1[CH:18]=[C:19]([N:23]([CH3:25])[CH3:24])[CH:20]=[CH:21][C:22]=1[C:10]([C:5]1[CH:4]=[CH:3][CH:13]=[CH:12][C:6]=1[C:7]([OH:9])=[O:8])=[O:11])[CH:6]([CH3:12])[CH3:5] |f:2.3.4|. Reported procedure: In a manner similar to that of part A of Example 3 condensation of 4-(dimethylamino)phthalic anhydride (1.91 g.) and N,N,N',N'-tetramethyl-m-phenylenediamine (1.64 g.) in contact with zinc chloride (2.70 g.) and with chlorobenzene (50 ml.) as diluent afforded 2-(2,4-bis(dimethylamino)benzoyl)-4-(dimethylamino)benzoic acid (II: Y'2 = Y'4 = Z'5 = (CH3)2N, Z4 = Z'6 = Z7 = H) (m.p. 216°-222° C.) or the 5-(dimethylamino) isomer thereof. Starting materials: Cl.OC(CNCC1=CC=C(C=C1)S(=O)(=O)N)CCCC (4-[(2-hydroxyhexylamino)methyl]benzenesulfonamide hydrochloride), C(C1=CC=CC=C1)(=O)C1=C(C(=O)O)C=CC(=C1)Cl (2-benzoyl-4-chlorobenzoic acid). The product is ClC=1C=C2C(=C(N(C(C2=CC1)=O)CC1=CC=C(C=C1)S(=O)(=O)N)C(CCCC)=O)C1=CC=CC=C1 (4-(6-chloro-3-pentanoyl-1-oxo-4-phenyl-1H-isoquinolin-2-ylmethyl)benzenesulfonamide). Reaction SMILES: Cl.[OH:2][CH:3]([CH2:17][CH2:18][CH2:19][CH3:20])[CH2:4][NH:5][CH2:6][C:7]1[CH:12]=[CH:11][C:10]([S:13]([NH2:16])(=[O:15])=[O:14])=[CH:9][CH:8]=1.[C:21]([C:29]1[CH:37]=[C:36]([Cl:38])[CH:35]=[CH:34][C:30]=1[C:31](O)=[O:32])(=O)[C:22]1[CH:27]=[CH:26][CH:25]=[CH:24][CH:23]=1>>[Cl:38][C:36]1[CH:37]=[C:29]2[C:30](=[CH:34][CH:35]=1)[C:31](=[O:32])[N:5]([CH2:6][C:7]1[CH:8]=[CH:9][C:10]([S:13]([NH2:16])(=[O:14])=[O:15])=[CH:11][CH:12]=1)[C:4]([C:3](=[O:2])[CH2:17][CH2:18][CH2:19][CH3:20])=[C:21]2[C:22]1[CH:27]=[CH:26][CH:25]=[CH:24][CH:23]=1 |f:0.1|. Procedure: In the same manner as in Example 452, Step 2, the title compound was synthesized from 4-[(2-hydroxyhexylamino)methyl]benzenesulfonamide hydrochloride and 2-benzoyl-4-chlorobenzoic acid.